From a dataset of the Open Reaction Database (ORD), a public repository of structured organic reaction records. describe an organic reaction: reactants, conditions, products, and yield The reactants are β-lactam, O=C1N(C(C1N=[N+]=[N-])CCC(CO)=O)C(C(=O)OC(C1=CC=CC=C1)C1=CC=CC=C1)P(=O)(OCC)OCC (Benzhydryl (2-oxo3-azido-4-[3-keto-4-hydroxybutyl]-N-azetidinyl)diethylphosphonoacetate), O=C1N(C(C1N=[N+]=[N-])CCC(COS(=O)(=O)C)=O)C(C(=O)[O-])P(=O)(OCC)OCC ((2-oxo-3-azido-4-[3-keto-4-methanesulfonyloxybutyl]-N-azetidinyl)diethylphosphonoacetate), C(Cl)Cl (CH2Cl2), CS(=O)(=O)Cl (methanesulfonyl chloride), ester. Run in C(C)N(CC)CC (triethylamine). Conditions: time 2 minute. Product: O=C1N(C(C1N=[N+]=[N-])CCC(COS(=O)(=O)C)=O)C(C(=O)OC(C1=CC=CC=C1)C1=CC=CC=C1)P(=O)(OCC)OCC (Benzhydryl (2-oxo-3-azido-4-[3-keto-4-methanesulfonyloxybutyl]-N-azetidinyl)diethylphosphonoacetate). As a reaction SMILES: [O:1]=[C:2]1[CH:5]([N:6]=[N+:7]=[N-:8])[CH:4]([CH2:9][CH2:10][C:11](=[O:14])[CH2:12][OH:13])[N:3]1[CH:15]([P:32]([O:37][CH2:38][CH3:39])([O:34][CH2:35][CH3:36])=[O:33])[C:16]([O:18][CH:19]([C:26]1[CH:31]=[CH:30][CH:29]=[CH:28][CH:27]=1)[C:20]1[CH:25]=[CH:24][CH:23]=[CH:22][CH:21]=1)=[O:17].C(Cl)Cl.[CH3:43][S:44](Cl)(=[O:46])=[O:45].O=C1C(N=[N+]=[N-])C(CCC(=O)COS(C)(=O)=O)N1C(P(OCC)(OCC)=O)C([O-])=O>C(N(CC)CC)C>[O:1]=[C:2]1[CH:5]([N:6]=[N+:7]=[N-:8])[CH:4]([CH2:9][CH2:10][C:11](=[O:14])[CH2:12][O:13][S:44]([CH3:43])(=[O:46])=[O:45])[N:3]1[CH:15]([P:32]([O:34][CH2:35][CH3:36])([O:37][CH2:38][CH3:39])=[O:33])[C:16]([O:18][CH:19]([C:20]1[CH:25]=[CH:24][CH:23]=[CH:22][CH:21]=1)[C:26]1[CH:31]=[CH:30][CH:29]=[CH:28][CH:27]=1)=[O:17]. Reported procedure: Benzhydryl (2-oxo3-azido-4-[3-keto-4-hydroxybutyl]-N-azetidinyl)diethylphosphonoacetate, 251 mg., is treated at 0° under N2 in 22 ml. CH2Cl2 with 0.056 ml. methanesulfonyl chloride for 5 min., and then .100 ml. triethylamine is added. After 2 min. more at 0° and 30 min. at 25°, the solvent is evaporated and the product chromatographed by PLC, eluting with 10:3 CHCl3 -acetone, affording 197 mg. pure benzyhydryl (2-oxo-3-azido-4-[3-keto-4-methanesulfonyloxybutyl]-N-azetidinyl)diethylphosphonoaceta... Reactants: COC(=O)c1ccc(-c2nnc(CCCCOc3ccccc3)o2)cc1, [Li+], [OH-]. Product: O=C(O)c1ccc(-c2nnc(CCCCOc3ccccc3)o2)cc1. Reaction SMILES: [CH3:1][O:2][C:3]([c:4]1[cH:5][cH:6][c:7](-[c:10]2[o:11][c:12]([CH2:15][CH2:16][CH2:17][CH2:18][O:19][c:20]3[cH:21][cH:22][cH:23][cH:24][cH:25]3)[n:13][n:14]2)[cH:8][cH:9]1)=[O:26].[Li+:27].[OH-:28]>>[O:2]=[C:3]([c:4]1[cH:5][cH:6][c:7](-[c:10]2[o:11][c:12]([CH2:15][CH2:16][CH2:17][CH2:18][O:19][c:20]3[cH:21][cH:22][cH:23][cH:24][cH:25]3)[n:13][n:14]2)[cH:8][cH:9]1)[OH:26]. Starting materials: C(C)O (ethanol), CC1=CC(=NC(=C1)C)NC(C)=O (N-(4,6-dimethyl-2-pyridyl)acetamide), Cl.CN(CCCl)C (2-dimethylaminoethyl chloride hydrochloride), [H-].[Na+] (sodium hydride). Solvent: O (water), CN(C=O)C (dimethylformamide). Reaction conditions: time 15 minute. The product is CN(CCN(C(C)=O)C1=NC(=CC(=C1)C)C)C (N-(2-Dimethylaminoethyl)-N-(4,6-dimethyl-2-pyridyl)acetamide). RXN SMILES: [CH3:1][C:2]1[CH:7]=[C:6]([CH3:8])[N:5]=[C:4]([NH:9][C:10](=[O:12])[CH3:11])[CH:3]=1.[H-].[Na+].Cl.[CH3:16][N:17]([CH3:21])[CH2:18][CH2:19]Cl.C(O)C>CN(C)C=O.O>[CH3:16][N:17]([CH3:21])[CH2:18][CH2:19][N:9]([C:4]1[CH:3]=[C:2]([CH3:1])[CH:7]=[C:6]([CH3:8])[N:5]=1)[C:10](=[O:12])[CH3:11] |f:1.2,3.4|. Procedure details: One hundred and seventy seven grams (1.08 moles) of N-(4,6-dimethyl-2-pyridyl)acetamide is dissolved in 1.8 l of dry dimethylformamide in a 3 liter 3-neck flask equipped with a mechanical stirrer, thermometer, drying tube and slow nitrogen sweep. Sodium hydride in mineral oil (57%, 45.5 g) is added over a 30 minute period. After stirring for an additional 15 minutes, one hundred thirteen grams of 2-dimethylaminoethyl chloride hydrochloride is added in three portions over a 30 minute period. This... Reaction conditions: time 15 hour. The solvent is O (water), C1CCOC1 (THF). As a reaction SMILES: [C:1]([C:3]1[S:4][C:5]2[CH:11]=[C:10]([OH:12])[CH:9]=[CH:8][C:6]=2[N:7]=1)#[N:2].N1C=CC=CC=1.[C:19](Cl)(=[O:24])[C:20]([CH3:23])([CH3:22])[CH3:21]>C1COCC1.O>[C:1]([C:3]1[S:4][C:5]2[CH:11]=[C:10]([O:12][C:19](=[O:24])[C:20]([CH3:23])([CH3:22])[CH3:21])[CH:9]=[CH:8][C:6]=2[N:7]=1)#[N:2]. Yields the product C(#N)C=1SC2=C(N1)C=CC(=C2)OC(C(C)(C)C)=O (2-Cyano-6-pivaloyloxybenzothiazole). Starting materials: C(#N)C=1SC2=C(N1)C=CC(=C2)O (2-cyano-6-hydroxybenzothiazole), N1=CC=CC=C1 (pyridine), C(C(C)(C)C)(=O)Cl (pivaloyl chloride). Isolated yield 92.2%. Procedure details: A solution of 2-cyano-6-hydroxybenzothiazole (2.1 g, 12.5 mmol) in 30 mL of dry THF under inert atmosphere was treated with pyridine (2.0 g, 25 mmol) followed by pivaloyl chloride (1.95 g, 16.2 mmol). This reaction was stirred 15 h at room temperature. The reaction mixture was then diluted with 100 mL of distilled water, and this solution was extracted with ethyl acetate (4×50 mL). The combined organics were washed with aqueous sodium bicarbonate (2×100 mL) and distilled water (1×100 mL), then d... The reactants are C1COCCN1, CCCP(=O)(O)O, Cn1ncc(C(=O)O)c1C(=O)Nc1ccn2nc(N3CCCC3)nc2c1, CCN(C(C)C)C(C)C, C1CCOC1. Product: Cn1ncc(C(=O)N2CCOCC2)c1C(=O)Nc1ccn2nc(N3CCCC3)nc2c1. RXN SMILES: [CH2:27]1[CH2:28][O:29][CH2:30][CH2:31][NH:32]1.[CH2:33]([P:34]([OH:35])([OH:36])=[O:37])[CH2:38][CH3:39].[CH3:1][n:2]1[n:3][cH:4][c:5]([C:24](=[O:25])[OH:26])[c:6]1[C:7]([NH:8][c:9]1[cH:10][c:11]2[n:12]([cH:13][cH:14]1)[n:15][c:16]([N:18]1[CH2:19][CH2:20][CH2:21][CH2:22]1)[n:17]2)=[O:23].[CH:40]([N:41]([CH2:42][CH3:43])[CH:44]([CH3:45])[CH3:46])([CH3:47])[CH3:48].[O:49]1[CH2:50][CH2:51][CH2:52][CH2:53]1>>[CH3:1][n:2]1[n:3][cH:4][c:5]([C:24](=[O:25])[N:32]2[CH2:27][CH2:28][O:29][CH2:30][CH2:31]2)[c:6]1[C:7]([NH:8][c:9]1[cH:10][c:11]2[n:12]([cH:13][cH:14]1)[n:15][c:16]([N:18]1[CH2:19][CH2:20][CH2:21][CH2:22]1)[n:17]2)=[O:23]. Reactants: OC1=C(N(S(C2=C1SC1=C2C=CC=C1)(=O)=O)C)C(=O)OC (methyl 4-hydroxy-2-methyl-2H-[1] benzothieno [2,3-e]-1,2-thiazine-3-carboxylate-1,1-dioxide), CC(C)(C)C=1N=C(SC1)N (4-(1,1-dimethyl-ethyl)-2-thiazolamine). Product: CC(C)(C)C=1N=C(SC1)NC(=O)C=1N(S(C2=C(C1O)SC1=C2C=CC=C1)(=O)=O)C (N-[4-(1,1-Dimethylethyl)-2-thiazolyl]-4-hydroxy-2methyl-2H-[1] benzothieno [2,3-e]-1,2-thiazine-3-carboxamide-1,1-dioxide). The yield is 33.0%. Reaction SMILES: [OH:1][C:2]1[C:7]2[S:8][C:9]3[CH:14]=[CH:13][CH:12]=[CH:11][C:10]=3[C:6]=2[S:5](=[O:16])(=[O:15])[N:4]([CH3:17])[C:3]=1[C:18](OC)=[O:19].[CH3:22][C:23]([C:26]1[N:27]=[C:28]([NH2:31])[S:29][CH:30]=1)([CH3:25])[CH3:24]>>[CH3:22][C:23]([C:26]1[N:27]=[C:28]([NH:31][C:18]([C:3]2[N:4]([CH3:17])[S:5](=[O:16])(=[O:15])[C:6]3[C:10]4[CH:11]=[CH:12][CH:13]=[CH:14][C:9]=4[S:8][C:7]=3[C:2]=2[OH:1])=[O:19])[S:29][CH:30]=1)([CH3:25])[CH3:24]. Procedure: Prepared analogous to Example 1 from methyl 4-hydroxy-2-methyl-2H-[1] benzothieno [2,3-e]-1,2-thiazine-3-carboxylate-1,1-dioxide and 4-(1,1-dimethyl-ethyl)-2-thiazolamine with a yield of 33% of theory. Starting materials: FC=1C=CC(=C(C1)B(O)O)O ((5-fluoro-2-hydroxyphenyl)boronic acid), ClC1=NC=C(C(=O)OC)C=C1 (methyl 6-chloronicotinate), C([O-])([O-])=O.[K+].[K+] (potassium carbonate). Reagents/catalysts: C=1C=CC(=CC1)[P](C=2C=CC=CC2)(C=3C=CC=CC3)[Pd]([P](C=4C=CC=CC4)(C=5C=CC=CC5)C=6C=CC=CC6)([P](C=7C=CC=CC7)(C=8C=CC=CC8)C=9C=CC=CC9)[P](C=1C=CC=CC1)(C=1C=CC=CC1)C=1C=CC=CC1 (tetrakis(triphenylphosphine)palladium(0)), C=1C=CC(=CC1)[P](C=2C=CC=CC2)(C=3C=CC=CC3)[Pd]([P](C=4C=CC=CC4)(C=5C=CC=CC5)C=6C=CC=CC6)([P](C=7C=CC=CC7)(C=8C=CC=CC8)C=9C=CC=CC9)[P](C=1C=CC=CC1)(C=1C=CC=CC1)C=1C=CC=CC1 (tetrakis(triphenylphosphine)palladium(0)). Run in O1CCOCC1.O (1,4-dioxane water). Reaction conditions: temperature 80 celsius, time 2 hour. Product: FC=1C=CC(=C(C1)C1=NC=C(C(=O)OC)C=C1)O (Methyl 6-(5-fluoro-2-hydroxyphenyl)nicotinate). Yield: 57.4%. Reaction SMILES: [F:1][C:2]1[CH:3]=[CH:4][C:5]([OH:11])=[C:6](B(O)O)[CH:7]=1.Cl[C:13]1[CH:22]=[CH:21][C:16]([C:17]([O:19][CH3:20])=[O:18])=[CH:15][N:14]=1.C(=O)([O-])[O-].[K+].[K+]>C1C=CC([P]([Pd]([P](C2C=CC=CC=2)(C2C=CC=CC=2)C2C=CC=CC=2)([P](C2C=CC=CC=2)(C2C=CC=CC=2)C2C=CC=CC=2)[P](C2C=CC=CC=2)(C2C=CC=CC=2)C2C=CC=CC=2)(C2C=CC=CC=2)C2C=CC=CC=2)=CC=1.O1CCOCC1.O>[F:1][C:2]1[CH:3]=[CH:4][C:5]([OH:11])=[C:6]([C:13]2[CH:22]=[CH:21][C:16]([C:17]([O:19][CH3:20])=[O:18])=[CH:15][N:14]=2)[CH:7]=1 |f:2.3.4,6.7,^1:32,34,53,72|. Procedure: To a degassed mixture of 1,4-dioxane:water (4:1, 15 mls) was added (5-fluoro-2-hydroxyphenyl)boronic acid (0.781 g, 5.0 mmol), methyl 6-chloronicotinate (0.86 g, 5.0 mmol), potassium carbonate (2.08 g, 15.0 mmol) and tetrakis(triphenylphosphine)palladium(0) (0.29 g, 0.05 mmol) and the resulting mixture stirred at 80° C. for 2 h. After this time additional tetrakis(triphenylphosphine)palladium(0) (0.29 g, 0.05 mmol) was added and then heating continued at 80° C. for 3 h. The mixture was then stir... Reaction SMILES: [CH2:1]([CH:2]=[CH2:3])[O:4][CH:5]1[CH:6]2[CH2:7][CH2:8][C:9](=[O:16])[C:10]2([CH3:15])[CH2:11][CH2:12][C:13]1=[O:14].[I+3:25]([O-:26])([O-:27])([O-:28])[O-:29].[Na+:30].[O:31]1[CH2:32][CH2:33][O:34][CH2:35][CH2:36]1.[OH2:37].[Os:38](=[O:39])(=[O:40])(=[O:41])=[O:42].[n:17]1[c:18]([CH3:19])[cH:20][cH:21][cH:22][c:23]1[CH3:24]>>[CH2:1]([CH:2]=[O:26])[O:4][CH:5]1[CH:6]2[CH2:7][CH2:8][C:9](=[O:16])[C:10]2([CH3:15])[CH2:11][CH2:12][C:13]1=[O:14]. The product is CC12CCC(=O)C(OCC=O)C1CCC2=O. The reactants are C=CCOC1C(=O)CCC2(C)C(=O)CCC12, [O-][I+3]([O-])([O-])[O-], [Na+], C1COCCO1, O, O=[Os](=O)(=O)=O, Cc1cccc(C)n1. Reactants: COC(=O)Cn1c(C)cc2cc(F)ccc21, O=Cc1cccnc1S(=O)(=O)c1cccc(Cl)c1. The product is COC(=O)Cn1c(C)c(Cc2cccnc2S(=O)(=O)c2cccc(Cl)c2)c2cc(F)ccc21. RXN SMILES: [CH3:19][O:20][C:21]([CH2:22][n:23]1[c:24]([CH3:33])[cH:25][c:26]2[cH:27][c:28]([F:32])[cH:29][cH:30][c:31]12)=[O:34].[Cl:1][c:2]1[cH:3][c:4]([S:8](=[O:9])(=[O:10])[c:11]2[n:12][cH:13][cH:14][cH:15][c:16]2[CH:17]=[O:18])[cH:5][cH:6][cH:7]1>>[Cl:1][c:2]1[cH:3][c:4]([S:8](=[O:9])(=[O:10])[c:11]2[n:12][cH:13][cH:14][cH:15][c:16]2[CH2:17][c:25]2[c:24]([CH3:33])[n:23]([CH2:22][C:21]([O:20][CH3:19])=[O:34])[c:31]3[c:26]2[cH:27][c:28]([F:32])[cH:29][cH:30]3)[cH:5][cH:6][cH:7]1. Starting materials: O=C([O-])[O-], O=C([O-])O, COc1ccc([N+](=O)[O-])cc1O, CN(C)C=O, CCOC(C)=O, BrC1CCCC1, [K+], [K+], [Na+]. Yields the product COc1ccc([N+](=O)[O-])cc1OC1CCCC1. RXN SMILES: [C:19](=[O:20])([O-:21])[O-:22].[C:25](=[O:26])([OH:27])[O-:28].[CH3:1][O:2][c:3]1[c:4]([OH:12])[cH:5][c:6]([N+:9](=[O:10])[O-:11])[cH:7][cH:8]1.[CH3:30][N:31]([CH3:32])[CH:33]=[O:34].[CH3:35][CH2:36][O:37][C:38](=[O:39])[CH3:40].[CH:13]1([Br:18])[CH2:14][CH2:15][CH2:16][CH2:17]1.[K+:23].[K+:24].[Na+:29]>>[CH3:1][O:2][c:3]1[c:4]([O:12][CH:13]2[CH2:14][CH2:15][CH2:16][CH2:17]2)[cH:5][c:6]([N+:9](=[O:10])[O-:11])[cH:7][cH:8]1.